From a dataset of the Open Reaction Database (ORD), a public repository of structured organic reaction records. describe an organic reaction: reactants, conditions, products, and yield The reactants are C(C)(C)(C)OC(NC(CNC(C(C)C)C1=NC2=NC(=CN=C2C(N1CC1=CC=CC=C1)=O)Cl)(C)C)=O ((±)-{2-[1-(3-benzyl-7-chloro-4-oxo-3,4-dihydro-pteridin-2-yl)-2-methyl-propylamino]-1,1-dimethyl-ethyl}-carbamic acid tert-butyl ester), FC(C(=O)O)(F)F (trifluoroacetic acid), Formula 202, resultant solution. The solvent is ClCCl (dichloromethane). Yields the product NC(CNC(C(C)C)C1=NC2=NC(=CN=C2C(N1CC1=CC=CC=C1)=O)Cl)(C)C ((±)-2-[1-(2-amino-2-methyl-propylamino)-2-methyl-propyl]-3-benzyl-7-chloro-3H-pteridin-4-one). RXN SMILES: C(OC(=O)[NH:7][C:8]([CH3:35])([CH3:34])[CH2:9][NH:10][CH:11]([C:15]1[N:24]([CH2:25][C:26]2[CH:31]=[CH:30][CH:29]=[CH:28][CH:27]=2)[C:23](=[O:32])[C:22]2[C:17](=[N:18][C:19]([Cl:33])=[CH:20][N:21]=2)[N:16]=1)[CH:12]([CH3:14])[CH3:13])(C)(C)C.FC(F)(F)C(O)=O>ClCCl>[NH2:7][C:8]([CH3:35])([CH3:34])[CH2:9][NH:10][CH:11]([C:15]1[N:24]([CH2:25][C:26]2[CH:31]=[CH:30][CH:29]=[CH:28][CH:27]=2)[C:23](=[O:32])[C:22]2[C:17](=[N:18][C:19]([Cl:33])=[CH:20][N:21]=2)[N:16]=1)[CH:12]([CH3:14])[CH3:13]. Procedure: Formula 202 where R2 is H; R3 is Cl; R5 is Benzyl; R6 is Isopropyl; R6′ is H; Ra and Rb are Methyl; W and Z are —N═; X and Y are —C═: To a solution of (±)-{2-[1-(3-benzyl-7-chloro-4-oxo-3,4-dihydro-pteridin-2-yl)-2-methyl-propylamino]-1,1-dimethyl-ethyl}-carbamic acid tert-butyl ester (1.63 g, 3.16 mmol) in dichloromethane (40 mL) is added trifluoroacetic acid (10 mL). The resultant solution is maintained at ambient temperature overnight and concentrated under reduced pressure. The residue is di... Reactants: C(N)(=O)C(C1=CC=CC=C1)(C1=CC=CC=C1)C1CNCC1 (3-(R,S)-(1-carbamoyl-1,1-diphenylmethyl)pyrrolidine), BrCCC1=CC2=C(OCCO2)C=C1 (6-(2-bromoethyl)-1,4-benzodioxan), C([O-])([O-])=O.[K+].[K+] (potassium carbonate), C(C)#N (acetonitrile). Solvent: O (water). The product is C(N)(=O)C(C1=CC=CC=C1)(C1=CC=CC=C1)C1CN(CC1)CCC1=CC2=C(OCCO2)C=C1 (3-(R,S)-(1-carbamoyl-1,1-diphenylmethyl)-1-[2-(1,4-benzodioxan-6-yl)ethyl]pyrrolidine). Reaction SMILES: [C:1]([C:4]([CH:17]1[CH2:21][CH2:20][NH:19][CH2:18]1)([C:11]1[CH:16]=[CH:15][CH:14]=[CH:13][CH:12]=1)[C:5]1[CH:10]=[CH:9][CH:8]=[CH:7][CH:6]=1)(=[O:3])[NH2:2].Br[CH2:23][CH2:24][C:25]1[CH:34]=[CH:33][C:28]2[O:29][CH2:30][CH2:31][O:32][C:27]=2[CH:26]=1.C(=O)([O-])[O-].[K+].[K+].C(#N)C>O>[C:1]([C:4]([CH:17]1[CH2:21][CH2:20][N:19]([CH2:23][CH2:24][C:25]2[CH:34]=[CH:33][C:28]3[O:29][CH2:30][CH2:31][O:32][C:27]=3[CH:26]=2)[CH2:18]1)([C:11]1[CH:12]=[CH:13][CH:14]=[CH:15][CH:16]=1)[C:5]1[CH:10]=[CH:9][CH:8]=[CH:7][CH:6]=1)(=[O:3])[NH2:2] |f:2.3.4|. Reported procedure: A mixture containing 3-(R,S)-(1-carbamoyl-1,1-diphenylmethyl)pyrrolidine (0.3 g-see Preparation 8), 6-(2-bromoethyl)-1,4-benzodioxan (0.26 g-see Preparation 21), anhydrous potassium carbonate (0.4 g) and acetonitrile (10 ml) was heated under reflux for 3 hours. On cooling to room temperature, water (40 ml) was added and the mixture was extracted with dichloromethane (3×30 ml). The combined dichloromethane extracts were dried (MgSO4) and concentrated in vacuo to give a foam which was purified by ... Starting materials: Cl.ClC1=CC=C(CCN)C=C1 (p-chlorophenethylamine hydrochloride), COC=1CCCCCN1 (O-methylcaprolactim). Reaction conditions: time 3 day. Product: Cl.ClC1=CC=C(C=C1)CCN=C1NCCCCC1 (2-(p-chlorophenylethylimino)hexahydroazapine hydrochloride). Reaction SMILES: Cl.[Cl:2][C:3]1[CH:11]=[CH:10][C:6]([CH2:7][CH2:8][NH2:9])=[CH:5][CH:4]=1.CO[C:14]1[CH2:15][CH2:16][CH2:17][CH2:18][CH2:19][N:20]=1>>[ClH:2].[Cl:2][C:3]1[CH:11]=[CH:10][C:6]([CH2:7][CH2:8][N:9]=[C:14]2[CH2:15][CH2:16][CH2:17][CH2:18][CH2:19][NH:20]2)=[CH:5][CH:4]=1 |f:0.1,3.4|. Procedure details: A slurry of 15.9 g (0.08 mole) of p-chlorophenethylamine hydrochloride in 25 ml of O-methylcaprolactim is allowed to stand at room temperature 3 days with occasional stirring with a glass rod. The mixture is then cooled and the resulting solid is collected, washed with ether and recrystallized from methanol-acetone to give 2-(p-chlorophenylethylimino)hexahydroazapine hydrochloride. Reactants: C(C1=CC=CC=C1)(=O)Cl (benzoyl chloride), NC1=CC=C(C=C1)C(CCC(=O)OC)=O (4-(4-amino-phenyl)-4-oxo-butyric acid, methyl ester). Product: C(C1=CC=CC=C1)(=O)NC1=CC=C(C=C1)C(CCC(=O)O)=O (4-[4-(benzoylamino)-phenyl]-4-oxo-butyric acid). Isolated yield 53.8%. Reaction SMILES: [C:1](Cl)(=[O:8])[C:2]1[CH:7]=[CH:6][CH:5]=[CH:4][CH:3]=1.[NH2:10][C:11]1[CH:16]=[CH:15][C:14]([C:17](=[O:24])[CH2:18][CH2:19][C:20]([O:22]C)=[O:21])=[CH:13][CH:12]=1>>[C:1]([NH:10][C:11]1[CH:12]=[CH:13][C:14]([C:17](=[O:24])[CH2:18][CH2:19][C:20]([OH:22])=[O:21])=[CH:15][CH:16]=1)(=[O:8])[C:2]1[CH:7]=[CH:6][CH:5]=[CH:4][CH:3]=1. Procedure: In a manner similar to that described in Example 3, benzoyl chloride (0.047 g, 0.00033 mol) was allowed to react with 4-(4-amino-phenyl)-4-oxo-butyric acid, methyl ester (0.052 g, 0.00025 mol), and the resulting intermediate was hydrolyzed to give 0.040 g of 4-[4-(benzoylamino)-phenyl]-4-oxo-butyric acid as an off-white solid; MS-(AP+) MH+332. The reactants are CCCNCCC, CN1Cc2c(-c3nc(CCl)cs3)ncn2-c2ccccc2C1=O, C1CCOC1. Product: CCCN(CCC)Cc1csc(-c2ncn3c2CN(C)C(=O)c2ccccc2-3)n1. As a reaction SMILES: [CH2:24]([CH2:25][CH3:26])[NH:27][CH2:28][CH2:29][CH3:30].[Cl:1][CH2:2][c:3]1[n:4][c:5](-[c:8]2[n:9][cH:10][n:11]3[c:12]2[CH2:13][N:14]([CH3:23])[C:15](=[O:22])[c:16]2[c:17]-3[cH:18][cH:19][cH:20][cH:21]2)[s:6][cH:7]1.[O:31]1[CH2:32][CH2:33][CH2:34][CH2:35]1>>[CH2:2]([c:3]1[n:4][c:5](-[c:8]2[n:9][cH:10][n:11]3[c:12]2[CH2:13][N:14]([CH3:23])[C:15](=[O:22])[c:16]2[c:17]-3[cH:18][cH:19][cH:20][cH:21]2)[s:6][cH:7]1)[N:27]([CH2:24][CH2:25][CH3:26])[CH2:28][CH2:29][CH3:30]. Conditions: time 3 hour. Product: COC1=C(C=CC2=C1C(=C(O2)C(=O)O)C)C (4-methoxy-3,5-dimethyl-benzofuran-2-carboxylic acid). Procedure: To 80 mg of 4-methoxy-3,5-dimethyl-benzofuran-2-carboxylic acid tert-butyl ester was added 2 mL of TFA/dichloromethane (1:1) and the solution was stirred at room temperature for 3 h. When the reaction was done, the solvents were removed under vacuum and the residue was triturated with hexane/dichloromethane. Filtration of the suspension gave 55 mg of 4-methoxy-3,5-dimethyl-benzofuran-2-carboxylic acid as a pale brown solid. The reactants are C(C)(C)(C)OC(=O)C=1OC2=C(C1C)C(=C(C=C2)C)OC (4-methoxy-3,5-dimethyl-benzofuran-2-carboxylic acid tert-butyl ester), C(=O)(C(F)(F)F)O.ClCCl (TFA dichloromethane). Isolated yield 86.3%. As a reaction SMILES: C([O:5][C:6]([C:8]1[O:9][C:10]2[CH:17]=[CH:16][C:15]([CH3:18])=[C:14]([O:19][CH3:20])[C:11]=2[C:12]=1[CH3:13])=[O:7])(C)(C)C.C(O)(C(F)(F)F)=O.ClCCl>>[CH3:20][O:19][C:14]1[C:11]2[C:12]([CH3:13])=[C:8]([C:6]([OH:7])=[O:5])[O:9][C:10]=2[CH:17]=[CH:16][C:15]=1[CH3:18] |f:1.2|. Reactants: C(#N)C1=C(C=CC(=C1)[N+](=O)[O-])N=CN(C)C (N′-(2-cyano-4-nitrophenyl)-N,N-dimethylformamidine), NC=1C=C(C=CC1)C#C (3-aminophenylacetylene). The solvent is CC(=O)O (HOAc). Run at temperature 100 celsius, time 3 hour. Product: C(#C)C=1C=C(C=CC1)NC1=NC=NC2=CC=C(C=C12)[N+](=O)[O-] (N-(3-ethynylphenyl)-6-nitroquinazolin-4-amine). Yield: 92.5%. Reaction SMILES: [C:1]([C:3]1[CH:8]=[C:7]([N+:9]([O-:11])=[O:10])[CH:6]=[CH:5][C:4]=1[N:12]=[CH:13][N:14](C)C)#[N:2].N[C:18]1[CH:19]=[C:20]([C:24]#[CH:25])[CH:21]=[CH:22][CH:23]=1>CC(O)=O>[C:24]([C:20]1[CH:19]=[C:18]([NH:2][C:1]2[C:3]3[C:4](=[CH:5][CH:6]=[C:7]([N+:9]([O-:11])=[O:10])[CH:8]=3)[N:12]=[CH:13][N:14]=2)[CH:23]=[CH:22][CH:21]=1)#[CH:25]. Procedure: A mixture of N′-(2-cyano-4-nitrophenyl)-N,N-dimethylformamidine (1.00 g, 4.58 mmol) and 3-aminophenylacetylene (0.64 g, 5.49 mmol) in HOAc (15 mL) was stirred at 100° C. for 3 h and cooled to room temperature. The precipitate was filtered, washed with ether, and was dried in vacuo to give 1.23 g (93%) of N-(3-ethynylphenyl)-6-nitroquinazolin-4-amine as a yellow solid.